From a dataset of the Open Reaction Database (ORD), a public repository of structured organic reaction records. describe an organic reaction: reactants, conditions, products, and yield Reactants: COc1cc(N)ccc1S(C)(=O)=O, O=C(Cl)Cl. Product: COc1cc(N=C=O)ccc1S(C)(=O)=O. RXN SMILES: [CH3:1][S:2](=[O:3])(=[O:4])[c:5]1[c:6]([O:12][CH3:13])[cH:7][c:8]([NH2:11])[cH:9][cH:10]1.[Cl:14][C:15]([Cl:16])=[O:17]>>[CH3:1][S:2](=[O:3])(=[O:4])[c:5]1[c:6]([O:12][CH3:13])[cH:7][c:8]([N:11]=[C:15]=[O:17])[cH:9][cH:10]1.